Dataset: the Open Reaction Database (ORD), a public repository of structured organic reaction records. Task: describe an organic reaction: reactants, conditions, products, and yield The reactants are B(O)O.C(=O)C=1C=CC=CC1 (3-Formylbenzene boronate), C(CO)O (ethylene glycol), C(C)OCC (diethyl ether). Reaction conditions: time 15 minute. Product: O1B(OCCC1)C=1C=C(C=O)C=CC1 (3-[1,3,2]Dioxaborinan-2-yl-benzaldehyde). RXN SMILES: [BH:1]([OH:3])[OH:2].[CH:4]([C:6]1[CH:7]=[CH:8][CH:9]=[CH:10][CH:11]=1)=[O:5].[CH2:12](O)[CH2:13]O.[CH2:16](OCC)C>>[O:2]1[CH2:13][CH2:12][CH2:16][O:3][B:1]1[C:8]1[CH:7]=[C:6]([CH:11]=[CH:10][CH:9]=1)[CH:4]=[O:5] |f:0.1|. Procedure: 5.0 g of 3-Formylbenzene boronate was suspended in diethyl ether, and 3.7 ml of ethylene glycol was added, and the mixture was stirred at room temperature for 15 minutes. The solvent was concentrated, to give 10.36 g of the title compound as a colorless oil. Reactants: ClC1=CC=C(C=C1)N1N=CC(=C1C)C(=O)Cl (1-(4-chlorophenyl)-5-methylpyrazole-4-carboxylic chloride), NC=1C=CC(=C(C#N)C1)N1CCC(CC1)N(CCOC)CCOC (5-amino-2-[4-bis(2-methoxyethyl)aminopiperidin-1-yl]benzonitrile). Yields the product COCCN(C1CCN(CC1)C1=C(C=C(C=C1)NC(=O)C=1C=NN(C1C)C1=CC=C(C=C1)Cl)C#N)CCOC (N-{4-[4-Bis(2-methoxyethyl)aminopiperidin-1-yl]-3-cyanophenyl}-1-(4-chlorophenyl)-5-methylpyrazole-4-carboxamide). Isolated yield 34.9%. As a reaction SMILES: [Cl:1][C:2]1[CH:7]=[CH:6][C:5]([N:8]2[C:12]([CH3:13])=[C:11]([C:14](Cl)=[O:15])[CH:10]=[N:9]2)=[CH:4][CH:3]=1.[NH2:17][C:18]1[CH:19]=[CH:20][C:21]([N:26]2[CH2:31][CH2:30][CH:29]([N:32]([CH2:37][CH2:38][O:39][CH3:40])[CH2:33][CH2:34][O:35][CH3:36])[CH2:28][CH2:27]2)=[C:22]([CH:25]=1)[C:23]#[N:24]>>[CH3:40][O:39][CH2:38][CH2:37][N:32]([CH2:33][CH2:34][O:35][CH3:36])[CH:29]1[CH2:28][CH2:27][N:26]([C:21]2[CH:20]=[CH:19][C:18]([NH:17][C:14]([C:11]3[CH:10]=[N:9][N:8]([C:5]4[CH:6]=[CH:7][C:2]([Cl:1])=[CH:3][CH:4]=4)[C:12]=3[CH3:13])=[O:15])=[CH:25][C:22]=2[C:23]#[N:24])[CH2:31][CH2:30]1. Procedure details: By the reaction and treatment in the same manner as in Example 150 using 1-(4-chlorophenyl)-5-methylpyrazole-4-carboxylic chloride (0.83 g) and 5-amino-2-[4-bis(2-methoxyethyl)aminopiperidin-1-yl]benzonitrile (0.9 g), the title compound (0.52 g) was obtained, melting point: 152° C. Starting materials: [OH-].[K+] (potassium hydroxide), [Cl-].OC[P+](CO)(CO)CO (tetrakis-(hydroxymethyl)phosphonium chloride), C(C)(C)O (isopropyl alcohol), [OH-].[K+] (potassium hydroxide). The solvent is O (water). Yields the product OCP(CO)CO (THMP), C=O (formaldehyde), [Cl-].[K+] (potassium chloride). Reaction SMILES: [Cl-:1].[OH:2][CH2:3][P+:4](CO)([CH2:7][OH:8])[CH2:5][OH:6].[CH:11]([OH:14])(C)C.[OH-].[K+:16]>O>[OH:2][CH2:3][P:4]([CH2:7][OH:8])[CH2:5][OH:6].[CH2:11]=[O:14].[Cl-:1].[K+:16] |f:0.1,3.4,8.9|. Procedure details: The catalyst is removed using tris-(hydroxymethyl)phosphine (“THMP”) which is prepared by adding 245 g of tetrakis-(hydroxymethyl)phosphonium chloride (1.03 mol, Strem) and 500 mL of isopropyl alcohol (IPA) to a 2 L round-bottomed flask, degassing the mixture with nitrogen for 20 minutes, slowly adding 64 g (1.03 mol, 90% purity, Aldrich) of potassium hydroxide over 30 minutes to the vigorously stirring solution, while under a nitrogen atmosphere, and, after the potassium hydroxide has been adde... Reactants: [C@H]12[C@H](NC[C@@H]2C1)CNC(=O)C1=C(N=C2SC=CN21)C (6-Methyl-imidazo[2,1-b]thiazole-5-carboxylic acid [(1S,2S,5R)-1-(3-aza-bicyclo[3.1.0]hex-2-yl)methyl]-amide), COC=1SC(=C(N1)C(=O)O)C=1C=C(C=CC1)C (2-Methoxy-5-m-tolyl-thiazole-4-carboxylic acid). Yields the product COC=1SC(=C(N1)C(=O)N1[C@@H]([C@H]2C[C@H]2C1)CNC(=O)C1=C(N=C2SC=CN21)C)C=2C=C(C=CC2)C (6-Methyl-imidazo[2,1-b]thiazole-5-carboxylic acid[(1S,2S,5R)-3-(2-methoxy-5-m-tolyl-thiazole-4-carbonyl)-3-aza-bicyclo[3.1.0]hex-2-ylmethyl]-amide). Reaction SMILES: [C@H:1]12[CH2:6][C@H:5]1[CH2:4][NH:3][C@@H:2]2[CH2:7][NH:8][C:9]([C:11]1[N:18]2[C:14]([S:15][CH:16]=[CH:17]2)=[N:13][C:12]=1[CH3:19])=[O:10].[CH3:20][O:21][C:22]1[S:23][C:24]([C:30]2[CH:31]=[C:32]([CH3:36])[CH:33]=[CH:34][CH:35]=2)=[C:25]([C:27](O)=[O:28])[N:26]=1>>[CH3:20][O:21][C:22]1[S:23][C:24]([C:30]2[CH:31]=[C:32]([CH3:36])[CH:33]=[CH:34][CH:35]=2)=[C:25]([C:27]([N:3]2[CH2:4][C@H:5]3[C@H:1]([CH2:6]3)[C@H:2]2[CH2:7][NH:8][C:9]([C:11]2[N:18]3[C:14]([S:15][CH:16]=[CH:17]3)=[N:13][C:12]=2[CH3:19])=[O:10])=[O:28])[N:26]=1. Procedure details: prepared by reaction of 6-Methyl-imidazo[2,1-b]thiazole-5-carboxylic acid [(1S,2S,5R)-1-(3-aza-bicyclo[3.1.0]hex-2-yl)methyl]-amide with 2-Methoxy-5-m-tolyl-thiazole-4-carboxylic acid. LC-MS (basic): tR=1.38 min; [M+H]+=508.2. Reactants: CCOC(=O)c1ccc(OCc2c(-c3ccc(F)cc3)noc2CO)cn1, CC(C)N, C[Al](C)C, C1COCCO1. Yields the product CC(C)NC(=O)c1ccc(OCc2c(-c3ccc(F)cc3)noc2CO)cn1. As a reaction SMILES: [CH2:9]([O:11][C:12](=[O:10])[c:14]1[n:15][cH:16][c:17]([O:20][CH2:21][c:22]2[c:23](-[c:29]3[cH:30][cH:31][c:32]([F:35])[cH:33][cH:34]3)[n:24][o:25][c:26]2[CH2:27][OH:28])[cH:18][cH:19]1)[CH3:13].[CH3:1][CH:2]([CH3:3])[NH2:4].[CH3:5][Al:6]([CH3:7])[CH3:8].[O:36]1[CH2:37][CH2:38][O:39][CH2:40][CH2:41]1>>[CH3:1][CH:2]([CH3:3])[NH:4][C:12](=[O:11])[c:14]1[n:15][cH:16][c:17]([O:20][CH2:21][c:22]2[c:23](-[c:29]3[cH:30][cH:31][c:32]([F:35])[cH:33][cH:34]3)[n:24][o:25][c:26]2[CH2:27][OH:28])[cH:18][cH:19]1.